This data is from the Open Reaction Database (ORD), a public repository of structured organic reaction records. The task is: describe an organic reaction: reactants, conditions, products, and yield The reactants are O=C([O-])O, Cc1ccccc1, [Na+], CCOC(=O)Cc1cccc(-c2nc(COc3ccc(CO)cc3OC)c(C)o2)c1, O=S(Cl)Cl. Yields the product CCOC(=O)Cc1cccc(-c2nc(COc3ccc(CCl)cc3OC)c(C)o2)c1. Reaction SMILES: [C:35](=[O:36])([O-:37])[OH:38].[CH3:40][c:41]1[cH:42][cH:43][cH:44][cH:45][cH:46]1.[Na+:39].[OH:1][CH2:2][c:3]1[cH:4][c:5]([O:29][CH3:30])[c:6]([O:7][CH2:8][c:9]2[n:10][c:11](-[c:15]3[cH:16][c:17]([CH2:21][C:22](=[O:23])[O:24][CH2:25][CH3:26])[cH:18][cH:19][cH:20]3)[o:12][c:13]2[CH3:14])[cH:27][cH:28]1.[S:31]([Cl:32])([Cl:33])=[O:34]>>[CH2:2]([c:3]1[cH:4][c:5]([O:29][CH3:30])[c:6]([O:7][CH2:8][c:9]2[n:10][c:11](-[c:15]3[cH:16][c:17]([CH2:21][C:22](=[O:23])[O:24][CH2:25][CH3:26])[cH:18][cH:19][cH:20]3)[o:12][c:13]2[CH3:14])[cH:27][cH:28]1)[Cl:33].